Dataset: the Open Reaction Database (ORD), a public repository of structured organic reaction records. Task: describe an organic reaction: reactants, conditions, products, and yield Starting materials: NN1N=CC=C[SH]1N, Cc1cnc2c(n1)C(N)=NS(=O)(=O)N2. Product: Cc1nc2c(nc1C)C(N)=NS(=O)(=O)N2. Reaction SMILES: [NH2:15][SH:16]1[CH:17]=[CH:18][CH:19]=[N:20][N:21]1[NH2:22].[NH2:1][C:2]1=[N:7][S:6](=[O:8])(=[O:9])[NH:5][c:4]2[c:3]1[n:13][c:12]([CH3:14])[cH:11][n:10]2>>[NH2:1][C:2]1=[N:7][S:6](=[O:8])(=[O:9])[NH:5][c:4]2[c:3]1[n:13][c:12]([CH3:14])[c:11]([CH3:19])[n:10]2. Reaction conditions: time 90 minute. Run in C(Cl)Cl (methylene chloride). The reactants are C([O-])(O)=O.[Na+] (sodium bicarbonate), OCC1=CC=C(C=C1)S(=O)(=O)NC1=C(C=CC=C1)OC (4-Hydroxymethyl-N-(2-methoxyphenyl)benzenesulfonamide), O.C1(=CC=C(C=C1)S(=O)(=O)O)C (p-toluenesulfonic acid monohydrate), O1CCCC=C1 (3,4-dihydro-2H-pyrane). As a reaction SMILES: [OH:1][CH2:2][C:3]1[CH:8]=[CH:7][C:6]([S:9]([NH:12][C:13]2[CH:18]=[CH:17][CH:16]=[CH:15][C:14]=2[O:19][CH3:20])(=[O:11])=[O:10])=[CH:5][CH:4]=1.[O:21]1[CH:26]=[CH:25][CH2:24][CH2:23][CH2:22]1.O.C1(C)C=CC(S(O)(=O)=O)=CC=1.C(=O)(O)[O-].[Na+]>C(Cl)Cl>[O:21]1[CH2:26][CH2:25][CH2:24][CH2:23][CH:22]1[O:1][CH2:2][C:3]1[CH:4]=[CH:5][C:6]([S:9]([NH:12][C:13]2[CH:18]=[CH:17][CH:16]=[CH:15][C:14]=2[O:19][CH3:20])(=[O:10])=[O:11])=[CH:7][CH:8]=1 |f:2.3,4.5|. Reported procedure: 4-Hydroxymethyl-N-(2-methoxyphenyl)benzenesulfonamide (99.6 mg, 0.34 mmol) was dissolved in methylene chloride (3 ml) to which, with cooling in an ice bath, were subsequently added 3,4-dihydro-2H-pyrane (48 μl, 0.51 mmol) and a catalytically effective amount of p-toluenesulfonic acid monohydrate. After 90 minutes of stirring at the same temperature, the reaction solution was mixed with saturated sodium bicarbonate aqueous solution (5 ml) and extracted with ether. The resulting organic layer was ... Yields the product O1C(CCCC1)OCC1=CC=C(C=C1)S(=O)(=O)NC1=C(C=CC=C1)OC (4-Tetrahydropyranyloxymethyl-N-(2-methoxyphenyl)benzenesulfonamide). The yield is 91.2%. The reactants are C(C)(C)(C)OC(=O)N1[C@@H]2CN[C@H](C1)C2 (tert-butyl-(1S,4S)-(+)-2,5-diazabicyclo-[2.2.1]-heptane-2-carboxylate), BrC=1N=NC(=CC1)Br (3,6-dibromopyridazine). Solvent: O1CCOCC1 (dioxane). Run at temperature 90 celsius, time 3 day. Product: N (ammonia), BrC1=CC=C(N=N1)N1[C@@H]2CN([C@H](C1)C2)C(=O)OC(C)(C)C (2-[6-Bromo-3-pyridazinyl]-(1S,4S)-5-tert-butoxycarbonyl-2,5-diazabicyclo-[2.2.1]-heptane). Reaction SMILES: [C:1]([O:5][C:6]([N:8]1[CH2:13][C@@H:12]2[CH2:14][C@H:9]1[CH2:10][NH:11]2)=[O:7])([CH3:4])([CH3:3])[CH3:2].[Br:15][C:16]1[N:17]=[N:18][C:19](Br)=[CH:20][CH:21]=1>O1CCOCC1>[NH3:8].[Br:15][C:16]1[N:17]=[N:18][C:19]([N:11]2[CH2:10][C@@H:9]3[CH2:14][C@H:12]2[CH2:13][N:8]3[C:6]([O:5][C:1]([CH3:4])([CH3:2])[CH3:3])=[O:7])=[CH:20][CH:21]=1. Reported procedure: A mixture of tert-butyl-(1S,4S)-(+)-2,5-diazabicyclo-[2.2.1]-heptane-2-carboxylate (3.0 g, 15.1 mmol), 3,6-dibromopyridazine (3.6 g, 15.1 mmol) and dioxane (15 ml) was stirred for 3 days at 90° C. The crude product salt was filtered. Aqueous sodium hydroxide (50 ml, 1 M) was added to the solid material. The mixture was extracted with dichloromethane. Chromatography on silica gel with dichloromethane, methanol and conc. ammonia (89:10:1) gave the title compound as free base. Yield 1.71 g (32%). Starting materials: CC(C(=O)C1=CN(C2=NC=C(N=C21)C=2C=C(C=CC2)OS(=O)(=O)C(C(C(C(F)(F)F)(F)F)(F)F)(F)F)COCC[Si](C)(C)C)(C)C (1,1,2,2,3,3,4,4,4-nonafluoro-butane-1-sulfonic acid 3-[7-(2,2-dimethyl-propionyl)-5-(2-trimethylsilanyl-ethoxymethyl)-5H-pyrrolo[2,3-b]pyrazin-2-yl]-phenyl ester), CS(=O)(=O)C1CNCC1 (3-methanesulfonyl-pyrrolidine), CC1(C2=C(C(=CC=C2)P(C3=CC=CC=C3)C4=CC=CC=C4)OC5=C(C=CC=C51)P(C6=CC=CC=C6)C7=CC=CC=C7)C (Xantphos), [O-]P(=O)([O-])[O-].[K+].[K+].[K+] (K3PO4). The reagents and catalysts are C=1C=CC(=CC1)/C=C/C(=O)/C=C/C2=CC=CC=C2.C=1C=CC(=CC1)/C=C/C(=O)/C=C/C2=CC=CC=C2.C=1C=CC(=CC1)/C=C/C(=O)/C=C/C2=CC=CC=C2.[Pd].[Pd] (Pd2(dba)3). The solvent is C1(=CC=CC=C1)C (toluene). Reaction conditions: temperature 115 celsius, time 8 hour. The product is CS(=O)(=O)C1CN(CC1)C=1C=C(C=CC1)C=1N=C2C(=NC1)N(C=C2C(C(C)(C)C)=O)COCC[Si](C)(C)C (1-[2-[3-(3-methanesulfonyl-pyrrolidin-1-yl)-phenyl]-5-(2-trimethylsilanyl-ethoxymethyl)-5H-pyrrolo[2,3-b]pyrazin-7-yl]-2,2-dimethyl-propan-1-one). The yield is 84.5%. As a reaction SMILES: [CH3:1][C:2]([CH3:46])([CH3:45])[C:3]([C:5]1[C:13]2[C:8](=[N:9][CH:10]=[C:11]([C:14]3[CH:15]=[C:16](OS(C(F)(F)C(F)(F)C(F)(F)C(F)(F)F)(=O)=O)[CH:17]=[CH:18][CH:19]=3)[N:12]=2)[N:7]([CH2:37][O:38][CH2:39][CH2:40][Si:41]([CH3:44])([CH3:43])[CH3:42])[CH:6]=1)=[O:4].[CH3:47][S:48]([CH:51]1[CH2:55][CH2:54][NH:53][CH2:52]1)(=[O:50])=[O:49].CC1(C)C2C(=C(P(C3C=CC=CC=3)C3C=CC=CC=3)C=CC=2)OC2C(P(C3C=CC=CC=3)C3C=CC=CC=3)=CC=CC1=2.[O-]P([O-])([O-])=O.[K+].[K+].[K+]>C1(C)C=CC=CC=1.C1C=CC(/C=C/C(/C=C/C2C=CC=CC=2)=O)=CC=1.C1C=CC(/C=C/C(/C=C/C2C=CC=CC=2)=O)=CC=1.C1C=CC(/C=C/C(/C=C/C2C=CC=CC=2)=O)=CC=1.[Pd].[Pd]>[CH3:47][S:48]([CH:51]1[CH2:55][CH2:54][N:53]([C:16]2[CH:15]=[C:14]([C:11]3[N:12]=[C:13]4[C:5]([C:3](=[O:4])[C:2]([CH3:1])([CH3:45])[CH3:46])=[CH:6][N:7]([CH2:37][O:38][CH2:39][CH2:40][Si:41]([CH3:44])([CH3:43])[CH3:42])[C:8]4=[N:9][CH:10]=3)[CH:19]=[CH:18][CH:17]=2)[CH2:52]1)(=[O:50])=[O:49] |f:3.4.5.6,8.9.10.11.12|. Procedure: A mixture of 1,1,2,2,3,3,4,4,4-nonafluoro-butane-1-sulfonic acid 3-[7-(2,2-dimethyl-propionyl)-5-(2-trimethylsilanyl-ethoxymethyl)-5H-pyrrolo[2,3-b]pyrazin-2-yl]-phenyl ester (120 mg, 0.17 mmol), 3-methanesulfonyl-pyrrolidine (˜40 mg, 0.26 mmol), Pd2(dba)3 (8 mg, 0.009 mmol), Xantphos (11 mg, 0.02 mmol), and K3PO4 (72 mg, 0.34 mmol) in toluene (1.5 mL) was stirred in a sealed tube under argon at 115° C. overnight. The resulting mixture was partitioned between ethyl acetate and water. The combine... RXN SMILES: [CH:1](NC(C)C)(C)C.[CH2:8]([Li])[CH2:9][CH2:10][CH3:11].[CH3:13][C:14]1([CH3:21])[C:16]([CH3:18])([CH3:17])[CH:15]1[C:19]#[N:20].[O:22]1[CH2:26][CH2:25][CH2:24][CH2:23]1>CCCCCC.CN1CCN(C)C1=O>[OH:22][CH2:26][CH2:25][C:24]1[CH:11]=[CH:10][C:9]([CH2:1][C:15]2([C:19]#[N:20])[C:16]([CH3:18])([CH3:17])[C:14]2([CH3:21])[CH3:13])=[CH:8][CH:23]=1. Procedure: Obtained by operating as in example 87a, from 19.7 g (195 mmoles) of diisopropylamine, 122 ml (195 mmoles) of a 1.6M solution of n-butyllithium in hexane, 45 ml of 1,3-dimethylimidazolidin-2-one, 21.8 g of 2,2,3,3-tetramethylcyclopropanecarbonitrile (prepared according to patent FR 2,479,192), 51.9 g (180.5 mmoles) of the compound prepared in example 26a in 295 ml tetrahydrofuran. After distillation, there is obtained 20 g (yield=44.0%) of a thick yellow oil. b.p.0.8 =185°-205° C. Isolated yield 44.0%. The solvent is CN1C(N(CC1)C)=O (1,3-dimethylimidazolidin-2-one), CCCCCC (hexane). Yields the product OCCC1=CC=C(C=C1)CC1(C(C1(C)C)(C)C)C#N (1-[[4-(2-Hydroxyethyl)phenyl]methyl]-2,2,3,3-tetramethylcyclopropanecarbonitrile). Starting materials: C(C)(C)NC(C)C (diisopropylamine), compound, CC1(C(C1(C)C)C#N)C (2,2,3,3-tetramethylcyclopropanecarbonitrile), solution, C(CCC)[Li] (n-butyllithium), O1CCCC1 (tetrahydrofuran).